Dataset: the Open Reaction Database (ORD), a public repository of structured organic reaction records. Task: describe an organic reaction: reactants, conditions, products, and yield Yields the product C(=O)(OCC)C=1C=C2C(C(NC2=NC1)=O)=COCC (5-Carboethoxy-3-ethoxymethylene-7-azaoxindole). Run in C(C)(=O)O (acetic acid). Reaction conditions: temperature 110 celsius, time 1 hour. The yield is 69.0%. As a reaction SMILES: [C:1]([C:6]1[CH:7]=[C:8]2[C:12](=[N:13][CH:14]=1)[NH:11][C:10](=[O:15])[CH2:9]2)([O:3][CH2:4][CH3:5])=[O:2].[CH2:16]([O:18][CH:19](OC(=O)C)OCC)[CH3:17].C(OCC)C>C(O)(=O)C>[C:1]([C:6]1[CH:7]=[C:8]2[C:12](=[N:13][CH:14]=1)[NH:11][C:10](=[O:15])[C:9]2=[CH:19][O:18][CH2:16][CH3:17])([O:3][CH2:4][CH3:5])=[O:2]. Reactants: C(=O)(OCC)C=1C=C2CC(NC2=NC1)=O (5-Carboethoxy-7-azaoxindole), C(C)OC(OCC)OC(C)=O (diethoxymethylacetate), C(C)OCC (diethyl ether). Procedure: 5-Carboethoxy-7-azaoxindole (0.040 g, 0.19 mmol) and diethoxymethylacetate (0.16 mL, 0.97 mmol) were combined and dissolved in acetic acid (1 mL). The reaction was warmed to 110° C. and stirred at this temperature for 1 hour. The reaction was cooled to room temperature and diethyl ether was added to precipitate a beige solid that was collected by filtration (35 mg, 69% yield). 1H NMR 400 MHz (DMSO-d6) δ11.30 (s, 1H); 8.58 (s, 1H); 8.05 (s, 1H); 7.93 (s, 1H); 4.44 (m, 2H); 4.28 (m, 2H); 1.35 (m, ... Reactants: C1(CCCCC1)=O (cyclohexanone), [N+](=O)(O)[O-] (nitric acid), C(C)(=O)O (acetic acid), O=O (oxygen). The reagents and catalysts are [N+](=O)([O-])[O-].[Mn+2].[N+](=O)([O-])[O-] (manganese(II) nitrate), [N+](=O)([O-])[O-].[Co+2].[N+](=O)([O-])[O-] (cobalt(II) nitrate). The product is C(CCCCC(=O)O)(=O)O (Adipic Acid). Reaction SMILES: [C:1]1(=[O:7])[CH2:6][CH2:5][CH2:4]CC1.[N+]([O-])(O)=O.[O:12]=O.[C:14]([OH:17])(=[O:16])[CH3:15]>[N+]([O-])([O-])=O.[Mn+2].[N+]([O-])([O-])=O.[N+]([O-])([O-])=O.[Co+2].[N+]([O-])([O-])=O>[C:1]([OH:7])(=[O:12])[CH2:6][CH2:5][CH2:4][CH2:15][C:14]([OH:17])=[O:16] |f:4.5.6,7.8.9|. Reported procedure: A solution containing 25 mmol of cyclohexanone, 0.5 mmol of manganese(II) nitrate, 0.5 mmol of cobalt(II) nitrate and 1.5 mmol of nitric acid in 25 ml of acetic acid was stirred for 5 h at 40° C. in an oxygen atmosphere under ambient pressure. Subsequently, the acetic acid was distilled off. The residue was found to consist mainly of adipic acid with some glutaric acid and a small amount of unreacted starting material. The conversion of cyclo-hexanone was found to be 97.5%, the selectivity of th... The reactants are C=CCC1(C(=O)OC)CCN(C(=O)OC(C)(C)C)CC1, CSC, CO, ClCCl, O=[O+][O-]. The product is COC(=O)C1(CC=O)CCN(C(=O)OC(C)(C)C)CC1. RXN SMILES: [CH2:4]([CH:5]=[CH2:6])[C:7]1([C:20](=[O:21])[O:22][CH3:23])[CH2:8][CH2:9][N:10]([C:13](=[O:14])[O:15][C:16]([CH3:17])([CH3:18])[CH3:19])[CH2:11][CH2:12]1.[CH3:27][S:28][CH3:29].[CH3:30][OH:31].[Cl:24][CH2:25][Cl:26].[O-:1][O+:2]=[O:3]>>[O:1]=[CH:5][CH2:4][C:7]1([C:20](=[O:21])[O:22][CH3:23])[CH2:8][CH2:9][N:10]([C:13](=[O:14])[O:15][C:16]([CH3:17])([CH3:18])[CH3:19])[CH2:11][CH2:12]1. Starting materials: [Si]([O-])([O-])([O-])[O-].[Na+].[Na+].[Na+].[Na+] (sodium silicate), P(O)(O)(O)=O (phosphoric acid), ( 322 ), O(Cl)Cl.[Zr] (zirconium oxychloride), Cl (hydrochloric acid). Solvent: O (water), O (water), O (water). Conditions: time 30 minute. Yields the product [Si]([O-])([O-])([O-])[O-].P(=O)(O)(O)O.[Zr+4] (Zirconium phosphate silicate). RXN SMILES: O(Cl)Cl.[Zr:4].Cl.[Si:6]([O-:10])([O-:9])([O-:8])[O-:7].[Na+].[Na+].[Na+].[Na+].[P:15](=[O:19])([OH:18])([OH:17])[OH:16]>O>[Si:6]([O-:10])([O-:9])([O-:8])[O-:7].[P:15]([OH:19])([OH:18])([OH:17])=[O:16].[Zr+4:4] |f:0.1,3.4.5.6.7,10.11.12|. Reported procedure: Three hundred and twenty-two (322) g of zirconium oxychloride is dissolved in 3 liter of water, and to this solution is added 200 g of concentrated hydrochloric acid. To the resulting acidic solution are added the aqueous solution prepared by dissolving 552 g of sodium silicate (Na2SiO3) in 10 liter of water as well as the aqueous solution consisting of 100 g of 98% phosphoric acid and 3 liter of water, and, after stirred for about 30 minutes, precipitates of zirconium phosphate silicate formed ... Reactants: C(=C)C1=CC=C(C(=O)C2=CC=C3N2CCC3C(=O)O)C=C1 (5-(4-vinylbenzoyl)-1,2-dihydro-3H-pyrrolo[1,2-a]pyrrole-1-carboxylic acid), [OH-].[Na+] (sodium hydroxide), solution. The solvent is CO (methanol), CO (methanol). Product: C(=C)C1=CC=C(C(=O)C2=CC=C3N2CCC3C(=O)[O-])C=C1.[Na+] (sodium 5-(4-vinylbenzoyl)-1,2-dihydro-3H-pyrrolo[1,2-a]-pyrrole-1-carboxylate). RXN SMILES: [CH:1]([C:3]1[CH:21]=[CH:20][C:6]([C:7]([C:9]2[N:13]3[CH2:14][CH2:15][CH:16]([C:17]([OH:19])=[O:18])[C:12]3=[CH:11][CH:10]=2)=[O:8])=[CH:5][CH:4]=1)=[CH2:2].[OH-].[Na+:23]>CO>[CH:1]([C:3]1[CH:21]=[CH:20][C:6]([C:7]([C:9]2[N:13]3[CH2:14][CH2:15][CH:16]([C:17]([O-:19])=[O:18])[C:12]3=[CH:11][CH:10]=2)=[O:8])=[CH:5][CH:4]=1)=[CH2:2].[Na+:23] |f:1.2,4.5|. Procedure: To a solution of 300 mg of 5-(4-vinylbenzoyl)-1,2-dihydro-3H-pyrrolo[1,2-a]pyrrole-1-carboxylic acid in pb 5 ml of methanol is added 1 molar equivalent of sodium hydroxide, in the form of a 0.1 N solution. The solvent is taken up in 2 ml of methanol, followed by precipitation with ether, to yield crude sodium 5-(4-vinylbenzoyl)-1,2-dihydro-3H-pyrrolo[1,2-a]-pyrrole-1-carboxylate which can be crystallized from ethyl acetate-hexane.